This data is from the Open Reaction Database (ORD), a public repository of structured organic reaction records. The task is: describe an organic reaction: reactants, conditions, products, and yield The reactants are ClC1=C(C(=NC=2N1N=CN2)C)CC(CC)Cl (7-chloro-6-(2-chlorobutyl)-5-methyl-s-triazolo[1,5-a]pyrimidine), C(C)(C)(C)N (tertbutylamine), C([O-])([O-])=O.[Na+].[Na+] (sodium carbonate). Run in C(C)O (ethanol). Conditions: time 1 hour. Product: O.Cl.C(C)(C)(C)N1C(CC=2C(=NC=3N(C21)N=CN3)C)CC (8-tert-Butyl-6,7-dihydro-7-ethyl-5-methyl-8H-pyrrolo-[3,2-e]-s-triazolo[1,5-a]pyrimidine Hydrochloride Hydrate). Yield: 12.7%. RXN SMILES: [Cl:1][C:2]1[N:7]2[N:8]=[CH:9][N:10]=[C:6]2[N:5]=[C:4]([CH3:11])[C:3]=1[CH2:12][CH:13](Cl)[CH2:14][CH3:15].[C:17]([NH2:21])([CH3:20])([CH3:19])[CH3:18].C(=O)([O-])[O-:23].[Na+].[Na+]>C(O)C>[OH2:23].[ClH:1].[C:17]([N:21]1[C:2]2[N:7]3[N:8]=[CH:9][N:10]=[C:6]3[N:5]=[C:4]([CH3:11])[C:3]=2[CH2:12][CH:13]1[CH2:14][CH3:15])([CH3:20])([CH3:19])[CH3:18] |f:2.3.4,6.7.8|. Procedure: A mixture of 2.6g of 7-chloro-6-(2-chlorobutyl)-5-methyl-s-triazolo[1,5-a]pyrimidine, 0.9g of tertbutylamine, 1.8g of sodium carbonate and 20 ml of ethanol was stirred at room temperature for 1 hour and then refluxed for 5 hours. The reaction mixture was thereafter treated by the same manner as described in Example 10. The crystals thus obtained were recrystallized from isopropyl alcohol-isopropyl ether to give 400 mg of pale yellow crystals of m.p. 170° C (decomp). Procedure details: 2,4-Dimethyl-3-acetyl-pyrrole (548 mg), 1 ml of acetone and 10 gm of amalgamated zinc (20 mesh) were added to a solution of 1 ml of concentrated sulfuric acid in 20 ml of acetic acid. The mixture was stirred for 1 hour at 45° C. The liquid was decanted from the zinc into 100 ml of water forming a solution from which the crude product separated at 15° C. (174 mg, m.p. 164°-169° C. after the usual solid phase changes). For analysis, it was extracted into ether (thimble) then recrystallized from 3 ... The reagents and catalysts are [Zn] (zinc). The reactants are CC=1NC=C(C1C(C)=O)C (2,4-Dimethyl-3-acetyl-pyrrole), CC(=O)C (acetone), S(O)(O)(=O)=O (sulfuric acid). Solvent: C(C)(=O)O (acetic acid). The product is CC=1NC(=C(C1C(C)=O)C)C(C)C (2,4-Dimethyl-3-acetyl-5-isopropyl-pyrrole). Run at temperature 45 celsius, time 1 hour. As a reaction SMILES: [CH3:1][C:2]1[NH:3][CH:4]=[C:5]([CH3:10])[C:6]=1[C:7](=[O:9])[CH3:8].[CH3:11][C:12]([CH3:14])=O.S(=O)(=O)(O)O>C(O)(=O)C.[Zn]>[CH3:1][C:2]1[NH:3][C:4]([CH:12]([CH3:14])[CH3:11])=[C:5]([CH3:10])[C:6]=1[C:7](=[O:9])[CH3:8].